Dataset: the Open Reaction Database (ORD), a public repository of structured organic reaction records. Task: describe an organic reaction: reactants, conditions, products, and yield RXN SMILES: [CH2:1]([Li:2])[CH2:3][CH2:4][CH3:5].[CH3:6][S:7]([CH3:8])=[O:9].[CH:10]([CH3:11])([CH3:12])[S:13](=[O:14])(=[O:15])[n:16]1[c:17]([NH2:33])[n:18][c:19]2[c:20]1[cH:21][c:22]([C:25]([c:26]1[cH:27][cH:28][cH:29][cH:30][cH:31]1)=[O:32])[cH:23][cH:24]2.[O:34]1[CH2:35][CH2:36][CH2:37][CH2:38]1>>[CH2:6]([S:7]([CH3:8])=[O:9])[C:25]([c:22]1[cH:21][c:20]2[n:16]([S:13]([CH:10]([CH3:11])[CH3:12])(=[O:14])=[O:15])[c:17]([NH2:33])[n:18][c:19]2[cH:24][cH:23]1)([c:26]1[cH:27][cH:28][cH:29][cH:30][cH:31]1)[OH:32]. The reactants are [Li]CCCC, CS(C)=O, CC(C)S(=O)(=O)n1c(N)nc2ccc(C(=O)c3ccccc3)cc21, C1CCOC1. Yields the product CC(C)S(=O)(=O)n1c(N)nc2ccc(C(O)(CS(C)=O)c3ccccc3)cc21. Starting materials: BrC(Br)(Br)Br, ClCCl, CO, C[O-], CCOC(C)=O, CC(Nc1cc(CO)cc(Nc2cnccn2)n1)c1ccc(F)cc1, [Na+], c1ccc(P(c2ccccc2)c2ccccc2)cc1. The product is COCc1cc(Nc2cnccn2)nc(NC(C)c2ccc(F)cc2)c1. As a reaction SMILES: [C:26]([Br:27])([Br:28])([Br:29])[Br:30].[CH2:55]([Cl:56])[Cl:57].[CH3:50][OH:51].[CH3:52][O-:53].[CH3:58][CH2:59][O:60][C:61](=[O:62])[CH3:63].[F:1][c:2]1[cH:3][cH:4][c:5]([CH:8]([CH3:9])[NH:10][c:11]2[n:12][c:13]([NH:19][c:20]3[n:21][cH:22][cH:23][n:24][cH:25]3)[cH:14][c:15]([CH2:17][OH:18])[cH:16]2)[cH:6][cH:7]1.[Na+:54].[c:31]1([P:32]([c:33]2[cH:34][cH:35][cH:36][cH:37][cH:38]2)[c:39]2[cH:40][cH:41][cH:42][cH:43][cH:44]2)[cH:45][cH:46][cH:47][cH:48][cH:49]1>>[F:1][c:2]1[cH:3][cH:4][c:5]([CH:8]([CH3:9])[NH:10][c:11]2[n:12][c:13]([NH:19][c:20]3[n:21][cH:22][cH:23][n:24][cH:25]3)[cH:14][c:15]([CH2:17][O:18][CH3:26])[cH:16]2)[cH:6][cH:7]1. The reactants are OCC=1N=C(NC1)C1=C(C=C(C=C1)N1C(C=CC=C1)=O)F (4-hydroxymethyl-(2-fluoro-4-(2-oxopyridin-1(2H)-yl)phenyl)imidazole), S(=O)(Cl)Cl (thionyl chloride). The product is ClCC=1N=C(NC1)C1=C(C=C(C=C1)N1C(C=CC=C1)=O)F (4-chloromethyl-(2-fluoro-4-(2-oxopyridin-1(2H)-yl)phenyl)imidazole). Reaction SMILES: O[CH2:2][C:3]1[N:4]=[C:5]([C:8]2[CH:13]=[CH:12][C:11]([N:14]3[CH:19]=[CH:18][CH:17]=[CH:16][C:15]3=[O:20])=[CH:10][C:9]=2[F:21])[NH:6][CH:7]=1.S(Cl)([Cl:24])=O>>[Cl:24][CH2:2][C:3]1[N:4]=[C:5]([C:8]2[CH:13]=[CH:12][C:11]([N:14]3[CH:19]=[CH:18][CH:17]=[CH:16][C:15]3=[O:20])=[CH:10][C:9]=2[F:21])[NH:6][CH:7]=1. Procedure details: Alternatively as shown in Scheme 4, 1-iodo-2-fluoro-4-(2-oxopyridin-1(2H)-yl)benzene 3-2 prepared as above, is treated with 4-hydroxymethylimidazole II-1 in the presence of 8-hydroxyquinoline, and K2CO3 in DMSO. The resulting mixture is degassed before being charged with CuI to give 4-hydroxymethyl-(2-fluoro-4-(2-oxopyridin-1(2H)-yl)phenyl)imidazole 4-1. The compound 4-1 is treated with thionyl chloride to give 4-chloromethyl-(2-fluoro-4-(2-oxopyridin-1(2H)-yl)phenyl)imidazole which is then trea... Reactants: C=CC1=CC=CC=C1 (styrene), C(=C)C1=C(C=CC=C1)C=C (divinylbenzene), C1(=CC=CC=C1)C=1NC2=CC=CC=C2C1CCOC1OCCCC1 (2-phenyl-3-[2-(tetrahydro-2H-pyran-2-yloxy)ethyl]-1H-indole), CC1=CC=C(C=C1)S(=O)(=O)[O-].C1=CC=[NH+]C=C1 (PPTS). The solvent is ClCCCl (DCE), C(C)O (ethanol). Reaction conditions: temperature 70 celsius. The product is C1(=CC=CC=C1)C=1NC2=CC=CC=C2C1C(C)O (2-phenyl-1H-indol-3-ylethanol). RXN SMILES: C=CC1C=CC=CC=1.C(C1C=CC=CC=1C=C)=C.[C:19]1([C:25]2[NH:26][C:27]3[C:32]([C:33]=2[CH2:34][CH2:35]OC2CCCCO2)=[CH:31][CH:30]=[CH:29][CH:28]=3)[CH:24]=[CH:23][CH:22]=[CH:21][CH:20]=1.CC1C=CC(S([O-])(=O)=[O:51])=CC=1.C1C=C[NH+]=CC=1>ClCCCl.C(O)C>[C:19]1([C:25]2[NH:26][C:27]3[C:32]([C:33]=2[CH:34]([OH:51])[CH3:35])=[CH:31][CH:30]=[CH:29][CH:28]=3)[CH:24]=[CH:23][CH:22]=[CH:21][CH:20]=1 |f:3.4|. Procedure details: 1-[4-Benzyloxycarbamoyl]phenoxymethyl-copoly(styrene- 1%-divinylbenzene)-2-phenyl-3-[2-(tetrahydro-2H-pyran-2-yloxy)ethyl]-1H-indole (7.87 g) was suspended in a mixture of DCE (125 ml) and ethanol (12.5 ml) containing PPTS (5.83 g) and warmed to 70° C. for 18 h. The resin was then filtered off and washed with DMF (4×25 ml), DCM (4×25 ml), MeOH (4×25 ml) and ether (25 ml). A portion of the recovered resin (100 mg) was then suspended in dry DMF (3.0 ml) containing 5% pyrrolidine and heated to 110°... Starting materials: Cc1ncc[nH]1, Clc1ncc(-c2ccccc2)c2ccccc12. Yields the product Cl, Cc1nccn1-c1ncc(-c2ccccc2)c2ccccc12. As a reaction SMILES: [CH3:18][c:19]1[nH:20][cH:21][cH:22][n:23]1.[Cl:1][c:2]1[n:3][cH:4][c:5](-[c:12]2[cH:13][cH:14][cH:15][cH:16][cH:17]2)[c:6]2[cH:7][cH:8][cH:9][cH:10][c:11]12>>[ClH:1].[c:2]1(-[n:20]2[c:19]([CH3:18])[n:23][cH:22][cH:21]2)[n:3][cH:4][c:5](-[c:12]2[cH:13][cH:14][cH:15][cH:16][cH:17]2)[c:6]2[cH:7][cH:8][cH:9][cH:10][c:11]12. RXN SMILES: [Br:28][CH2:29][CH2:30][CH2:31][CH2:32][CH2:33][Br:34].[C:22](=[O:23])([O-:24])[O-:25].[CH3:36][N:37]([CH3:38])[CH:39]=[O:40].[K+:26].[K+:27].[NH2:1][CH:2]1[CH2:3][CH2:4][CH:5]([NH:8][c:9]2[cH:10][c:11]([C:12](=[O:13])[O:14][CH2:15][CH3:16])[cH:17][cH:18][c:19]2[C:20]#[N:21])[CH2:6][CH2:7]1.[OH2:35]>>[N:1]1([CH:2]2[CH2:3][CH2:4][CH:5]([NH:8][c:9]3[cH:10][c:11]([C:12](=[O:13])[O:14][CH2:15][CH3:16])[cH:17][cH:18][c:19]3[C:20]#[N:21])[CH2:6][CH2:7]2)[CH2:29][CH2:30][CH2:31][CH2:32][CH2:33]1. The reactants are BrCCCCCBr, O=C([O-])[O-], CN(C)C=O, [K+], [K+], CCOC(=O)c1ccc(C#N)c(NC2CCC(N)CC2)c1, O. The product is CCOC(=O)c1ccc(C#N)c(NC2CCC(N3CCCCC3)CC2)c1.